Dataset: the Open Reaction Database (ORD), a public repository of structured organic reaction records. Task: describe an organic reaction: reactants, conditions, products, and yield Starting materials: N#Cc1ccc2c(cc(C(N)=O)n2CC(F)(F)F)c1Cl, ClCCl, O=C(OC(=O)C(F)(F)F)C(F)(F)F, c1ccncc1. The product is N#Cc1ccc2c(cc(C#N)n2CC(F)(F)F)c1Cl. Reaction SMILES: [Cl:1][c:2]1[c:3]2[cH:4][c:5]([C:18](=[O:19])[NH2:20])[n:6]([CH2:13][C:14]([F:15])([F:16])[F:17])[c:7]2[cH:8][cH:9][c:10]1[C:11]#[N:12].[Cl:40][CH2:41][Cl:42].[F:27][C:28]([F:29])([F:30])[C:31]([O:32][C:33](=[O:34])[C:35]([F:36])([F:37])[F:38])=[O:39].[cH:21]1[cH:22][cH:23][n:24][cH:25][cH:26]1>>[Cl:1][c:2]1[c:3]2[cH:4][c:5]([C:18]#[N:20])[n:6]([CH2:13][C:14]([F:15])([F:16])[F:17])[c:7]2[cH:8][cH:9][c:10]1[C:11]#[N:12].